Task: describe an organic reaction: reactants, conditions, products, and yield. Dataset: the Open Reaction Database (ORD), a public repository of structured organic reaction records As a reaction SMILES: C[CH:2]([C@H:6]1[CH2:11][CH2:10][N:9]([C@H:12]([C:18]2[CH:23]=[CH:22][C:21]([I:24])=[CH:20][CH:19]=2)[CH2:13][CH2:14][CH:15]([CH3:17])[CH3:16])[C@@H:8]([C:25]2[CH:30]=[CH:29][C:28]([C:31]([F:34])([F:33])[F:32])=[CH:27][CH:26]=2)[CH2:7]1)[C:3]([O-:5])=[O:4]>CO>[I:24][C:21]1[CH:20]=[CH:19][C:18]([C@H:12]([N:9]2[CH2:10][CH2:11][C@@H:6]([CH2:2][C:3]([OH:5])=[O:4])[CH2:7][C@H:8]2[C:25]2[CH:30]=[CH:29][C:28]([C:31]([F:34])([F:32])[F:33])=[CH:27][CH:26]=2)[CH2:13][CH2:14][CH:15]([CH3:17])[CH3:16])=[CH:23][CH:22]=1. The reactants are CC(C(=O)[O-])[C@@H]1C[C@@H](N(CC1)[C@@H](CCC(C)C)C1=CC=C(C=C1)I)C1=CC=C(C=C1)C(F)(F)F ((±)-Methyl{(2R*,4S*)-1-[(1S*)-1-(4-iodophenyl)-4-methylpentyl]-2-[4-(trifluoromethyl)phenyl]piperidin-4-yl}acetate). The product is IC1=CC=C(C=C1)[C@@H](CCC(C)C)N1[C@@H](C[C@@H](CC1)CC(=O)O)C1=CC=C(C=C1)C(F)(F)F ((±)-{(2S*,4R*)-1-[(1R*)-1-(4-Iodophenyl)-4-methylpentyl]-2-[4-(trifluoromethyl)phenyl]piperidin-4-yl}acetic acid). The solvent is CO (MeOH). Procedure details: The ester from Step 1 (50 mg, 0.085 mmol) was stirred in MeOH (1 ml) at RT for 3 d. The reaction mixture was concentrated under reduced pressure and the residue partitioned between DCM and 2M HCl. The DCM layer was concentrated under reduced pressure to give the crude product, which was purified by flash chromatography (silica, 3% MeOH in DCM) to give the title compound, 28 mg (57%). 1H NMR (500 MHz, CDCl3) δ (ppm) 0.58-0.66 (1H, m), 0.81-0.83 (6H, m), 0.86-0.95 (1H, m), 1.14 (1H, dq, J 3.8, 12.... Reactants: C(C)(C)(C)OC(=O)N(CCC(=O)OCC)C1CCCCC1 (Ethyl N-tert-butoxycarbonyl-3-cyclohexylamino-propanoate), [H-].[Al+3].[Li+].[H-].[H-].[H-] (lithium aluminium hydride), C(CC(O)(C(=O)O)CC(=O)O)(=O)O (citric acid), C(C)(=O)OCC (ethyl acetate). Solvent: O1CCCC1 (tetrahydrofuran). Conditions: time 1 hour. Product: C(C)(C)(C)OC(=O)N(CCCO)C1CCCCC1 (N-tertbutoxycarbonyl-3cyclohexylamino-propanol). Yield: 79.8%. Reaction SMILES: [C:1]([O:5][C:6]([N:8]([CH:16]1[CH2:21][CH2:20][CH2:19][CH2:18][CH2:17]1)[CH2:9][CH2:10][C:11](OCC)=[O:12])=[O:7])([CH3:4])([CH3:3])[CH3:2].[H-].[Al+3].[Li+].[H-].[H-].[H-].C(OCC)(=O)C.C(O)(=O)CC(CC(O)=O)(C(O)=O)O>O1CCCC1>[C:1]([O:5][C:6]([N:8]([CH:16]1[CH2:17][CH2:18][CH2:19][CH2:20][CH2:21]1)[CH2:9][CH2:10][CH2:11][OH:12])=[O:7])([CH3:4])([CH3:2])[CH3:3] |f:1.2.3.4.5.6|. Procedure details: To a stirred solution of ethyl N-tert-butoxycarbonyl-3-cyclohexylamino-propanoate (2a, 2.18 9, 7.3 mmol) in tetrahydrofuran (20 mL) was added lithium aluminium hydride (1.0 M solution in tetrahydrofuran. 10 mL). The reaction mixture was stirred for 1 h, after which ethyl acetate (5 mL) was slowly added. Subsequently, aqueous citric acid (0.5 M, 50 mL) was added and the heterogeneous mixture was extracted with Et2O (2×100 mL). The organic layer was washed with aqueous sodium hydrogencarbonate (1 ... Reactants: C1=CC=CC=2C3=CC=CC=C3NC12 (carbazole), solution, B(Cl)(Cl)Cl (boron trichloride), CSC#N (methyl thiocyanate), O (water). The solvent is C1(=CC=CC=C1)C (toluene), C1(=CC=CC=C1)C (toluene). Conditions: time 3 hour. Product: CSC(=O)C1=CC=CC=2C3=CC=CC=C3NC12 (carbazol-1-thiocarboxylic acid S-methyl ester). Yield: 86.0%. RXN SMILES: [CH:1]1[C:13]2[NH:12][C:11]3[C:6](=[CH:7][CH:8]=[CH:9][CH:10]=3)[C:5]=2[CH:4]=[CH:3][CH:2]=1.B(Cl)(Cl)Cl.[CH3:18][S:19][C:20]#N.[OH2:22]>C1(C)C=CC=CC=1>[CH3:18][S:19][C:20]([C:10]1[C:11]2[NH:12][C:13]3[C:5](=[CH:4][CH:3]=[CH:2][CH:1]=3)[C:6]=2[CH:7]=[CH:8][CH:9]=1)=[O:22]. Procedure: To a solution of 1.67 g of carbazole in 10 ml of toluene was added 5.4 ml of a solution of 2.04M boron trichloride--toluene under ice-cooling, and the mixture was refluxed with heating on an oil bath for 1 hr. After ice-cooling, the mixture was mixed with 1 ml of methyl thiocyanate, stirred at room temperature for 3 hr., mixed with 30 ml of water and refluxed with heating on an oil bath for 1 hr. The product was extracted with toluene, dried over anhydrous magnesium sulfate, chromatographed on a... Starting materials: CC(C)[Mg+], [Cl-], CN(Cc1ccc(Cl)cc1)c1nc(Cl)c(C=O)s1, CC(C)[Si](C(C)C)(C(C)C)n1cc(I)c2cccnc21, C1CCOC1, O. The product is CC(C)[Si](C(C)C)(C(C)C)n1cc(C(O)c2sc(N(C)Cc3ccc(Cl)cc3)nc2Cl)c2cccnc21. Reaction SMILES: [CH:22]([Mg+:23])([CH3:24])[CH3:25].[Cl-:21].[Cl:26][c:27]1[n:28][c:29]([N:34]([CH3:35])[CH2:36][c:37]2[cH:38][cH:39][c:40]([Cl:43])[cH:41][cH:42]2)[s:30][c:31]1[CH:32]=[O:33].[I:1][c:2]1[cH:3][n:4]([Si:11]([CH:12]([CH3:13])[CH3:14])([CH:15]([CH3:16])[CH3:17])[CH:18]([CH3:19])[CH3:20])[c:5]2[n:6][cH:7][cH:8][cH:9][c:10]12.[O:45]1[CH2:46][CH2:47][CH2:48][CH2:49]1.[OH2:44]>>[c:2]1([CH:32]([c:31]2[c:27]([Cl:26])[n:28][c:29]([N:34]([CH3:35])[CH2:36][c:37]3[cH:38][cH:39][c:40]([Cl:43])[cH:41][cH:42]3)[s:30]2)[OH:33])[cH:3][n:4]([Si:11]([CH:12]([CH3:13])[CH3:14])([CH:15]([CH3:16])[CH3:17])[CH:18]([CH3:19])[CH3:20])[c:5]2[n:6][cH:7][cH:8][cH:9][c:10]12. Starting materials: O=C=NCCc1ccccc1, C1CCOC1, Clc1ccc2c(N3CCNCC3)ccnc2c1. Product: O=C(NCCc1ccccc1)N1CCN(c2ccnc3cc(Cl)ccc23)CC1. As a reaction SMILES: [CH2:18]([CH2:19][c:20]1[cH:21][cH:22][cH:23][cH:24][cH:25]1)[N:26]=[C:27]=[O:28].[CH2:29]1[O:30][CH2:31][CH2:32][CH2:33]1.[Cl:1][c:2]1[cH:3][cH:4][c:5]2[c:6]([N:12]3[CH2:13][CH2:14][NH:15][CH2:16][CH2:17]3)[cH:7][cH:8][n:9][c:10]2[cH:11]1>>[Cl:1][c:2]1[cH:3][cH:4][c:5]2[c:6]([N:12]3[CH2:13][CH2:14][N:15]([C:27]([NH:26][CH2:18][CH2:19][c:20]4[cH:21][cH:22][cH:23][cH:24][cH:25]4)=[O:28])[CH2:16][CH2:17]3)[cH:7][cH:8][n:9][c:10]2[cH:11]1. The reactants are ClC1=NC=C(C(=N1)NC1=C(C(=O)NC)C=CC=C1)C(F)(F)F (2-(2-chloro-5-(trifluoromethyl)pyrimidin-4-ylamino)-N-methylbenzamide), ClC1=NC=C(C(=N1)NC1=C(C(=O)NC)C=CC=C1)C(F)(F)F (2-(2-chloro-5-(trifluoromethyl)pyrimidin-4-ylamino)-N-methylbenzamide), NC1=CC(=C(CP(OCC)(OCC)=O)C=C1OC)F (diethyl (4-amino-2-fluoro-5-methoxybenzyl)phosphonate), NC1=CC(=C(CP(OCC)(OCC)=O)C=C1OC)F (diethyl (4-amino-2-fluoro-5-methoxybenzyl)phosphonate), C(=O)(C(F)(F)F)O (TFA). The product is FC1=C(CP(OCC)(OCC)=O)C=C(C(=C1)NC1=NC=C(C(=N1)NC1=C(C=CC=C1)C(NC)=O)C(F)(F)F)OC (Diethyl (2-fluoro-5-methoxy-4-{[4-{[2-(methylcarbamoyl)phenyl]amino}-5-(trifluoromethyl)pyrimidin-2-yl]amino}benzyl)phosphonate). The yield is 54.0%. Reaction SMILES: Cl[C:2]1[N:7]=[C:6]([NH:8][C:9]2[CH:18]=[CH:17][CH:16]=[CH:15][C:10]=2[C:11]([NH:13][CH3:14])=[O:12])[C:5]([C:19]([F:22])([F:21])[F:20])=[CH:4][N:3]=1.[NH2:23][C:24]1[C:38]([O:39][CH3:40])=[CH:37][C:27]([CH2:28][P:29](=[O:36])([O:33][CH2:34][CH3:35])[O:30][CH2:31][CH3:32])=[C:26]([F:41])[CH:25]=1.C(O)(C(F)(F)F)=O>>[F:41][C:26]1[CH:25]=[C:24]([NH:23][C:2]2[N:7]=[C:6]([NH:8][C:9]3[CH:18]=[CH:17][CH:16]=[CH:15][C:10]=3[C:11](=[O:12])[NH:13][CH3:14])[C:5]([C:19]([F:22])([F:21])[F:20])=[CH:4][N:3]=2)[C:38]([O:39][CH3:40])=[CH:37][C:27]=1[CH2:28][P:29](=[O:36])([O:30][CH2:31][CH3:32])[O:33][CH2:34][CH3:35]. Reported procedure: A solution of 2-{[2-chloro-5-(trifluoromethyl)pyrimidin-4-yl]amino}-N-methylbenzamide (Compound 104A, 75.0 mg, 0.227 mmol) and diethyl (4-amino-2-fluoro-5-methoxybenzyl)phosphonate (Compound 130A, 79.0 mg, 0.271 mmol) in TFE (1.1 mL) was charged with TFA (77.3 mg, 0.678 mmol). The reaction mixture was irradiated on the microwave at 105° C. for 30 min. The reaction mixture was concentrated under reduced pressure to yield a yellow oil. The reaction was purified by silica gel chromatography on the ... The reactants are BrCC (1-bromoethane), Cl (hydrochloric acid), C(CCC)[Li] (n-butyllithium), C(C)C1C2=CC=CC=C2C=2C=CC=CC12 (9-ethylfluorene). The solvent is C1CCOC1 (THF), O (Water). Conditions: temperature -75 celsius, time 1 hour. Yields the product C(C)C1(C2=CC=CC=C2C=2C=CC=CC12)CC (9,9-Diethylfluorene). Yield: 68.0%. RXN SMILES: [CH2:1]([Li])[CH2:2]CC.[CH2:6]([CH:8]1[C:20]2[CH:19]=[CH:18][CH:17]=[CH:16][C:15]=2[C:14]2[C:9]1=[CH:10][CH:11]=[CH:12][CH:13]=2)[CH3:7].BrCC.Cl>C1COCC1.O>[CH2:6]([C:8]1([CH2:1][CH3:2])[C:9]2[CH:10]=[CH:11][CH:12]=[CH:13][C:14]=2[C:15]2[C:20]1=[CH:19][CH:18]=[CH:17][CH:16]=2)[CH3:7]. Procedure details: A solution of n-butyllithium (77.34 cm3, 0.1934 mol, 2.5M in hexane) was added slowly to a solution of 9-ethylfluorene (25.00 g, 0.1289 mol) in THF (250 cm3) at −70° C. The solution was stirred for 1 hour at −75° C. and 1-bromoethane (17.59 cm3, 0.1934 mol) was added slowly. The solution was allowed to warm to room temperature and then stirred overnight. Dilute hydrochloric acid (200 cm3, 20%) was added to the reaction mixture and stirred for a further 10 minutes. Water (250 cm3) was added and t...